This data is from the Open Reaction Database (ORD), a public repository of structured organic reaction records. The task is: describe an organic reaction: reactants, conditions, products, and yield Reactants: C(C1=CC=CC=C1)N(CC)CCCC1C2=C(C=CC3=C1C=CC=C3)C=CC=C2 (5-[3-(N-Benzyl-N-ethylamino)-propyl]-5H-dibenzo[a,d]cycloheptene). Reagents/catalysts: [Pd] (palladium on alumina). Solvent: alcohol. Product: C(C)NCCCC1C2=C(C=CC3=C1C=CC=C3)C=CC=C2 (5-(3-ethylaminopropyl)-5H-dibenzo[a,d]cycloheptene). RXN SMILES: [CH2:1]([N:8]([CH2:11][CH2:12][CH2:13][CH:14]1[C:20]2[CH:21]=[CH:22][CH:23]=[CH:24][C:19]=2[CH:18]=[CH:17][C:16]2[CH:25]=[CH:26][CH:27]=[CH:28][C:15]1=2)CC)[C:2]1C=CC=CC=1>[Pd]>[CH2:1]([NH:8][CH2:11][CH2:12][CH2:13][CH:14]1[C:15]2[CH:28]=[CH:27][CH:26]=[CH:25][C:16]=2[CH:17]=[CH:18][C:19]2[CH:24]=[CH:23][CH:22]=[CH:21][C:20]1=2)[CH3:2]. Procedure details: 5-[3-(N-Benzyl-N-ethylamino)-propyl]-5H-dibenzo[a,d]cycloheptene is dissolved in absolute alcohol and hydrogenated over palladium on alumina catalyst at 40°-60°C. The catalyst is separated and the product isolated by evaporating the solvent. The reactants are C(C1=CC=CC=C1)OC=1C(=NN2C1C(NCC2C(=O)OCC)=O)C(=O)OC (methyl 3-benzyloxy-7-ethoxycarbonyl-4-oxo-4,5,6,7-tetrahydropyrazolo[1,5-a]pyrazine-2-carboxylate), [H-].[Na+] (sodium hydride), IC (iodomethane), CN(C)C=O (DMF), Cl (HCl). Reaction conditions: time 1 hour. Yields the product C(C1=CC=CC=C1)OC=1C(=NN2C1C(N(CC2(C(=O)OCC)C)C)=O)C(=O)OC (Methyl 3-benzyloxy-5,7-dimethyl-7-ethoxycarbonyl-4-oxo-4,5,6,7-tetrahydropyrazolo[1,5-a]pyrazine-2-carboxylate). As a reaction SMILES: [CH2:1]([O:8][C:9]1[C:10]([C:24]([O:26][CH3:27])=[O:25])=[N:11][N:12]2[CH:17]([C:18]([O:20][CH2:21][CH3:22])=[O:19])[CH2:16]NC(=O)[C:13]=12)[C:2]1[CH:7]=[CH:6][CH:5]=[CH:4][CH:3]=1.[H-].[Na+].IC.Cl.[CH3:33][N:34]([CH:36]=[O:37])[CH3:35]>>[CH2:1]([O:8][C:9]1[C:10]([C:24]([O:26][CH3:27])=[O:25])=[N:11][N:12]2[C:17]([CH3:16])([C:18]([O:20][CH2:21][CH3:22])=[O:19])[CH2:33][N:34]([CH3:35])[C:36](=[O:37])[C:13]=12)[C:2]1[CH:7]=[CH:6][CH:5]=[CH:4][CH:3]=1 |f:1.2|. Procedure details: To a solution of methyl 3-benzyloxy-7-ethoxycarbonyl-4-oxo-4,5,6,7-tetrahydropyrazolo[1,5-a]pyrazine-2-carboxylate (500 mg, 1.34 mmol) in anhydrous DMF at 0° C. were added sodium hydride (35 mg, 1.47 mmol, 95% dispersion in oil) and iodomethane (100 μL, 1.61 mmol). The reaction was stirred for 1 hour and allowed to warm to room temperature. The mixture was quenched with aqueous 3N HCl (447 μL, 1.34 mmol) and partitioned between EtOAc and H2O. The aqueous layer was extracted several times with Et... Starting materials: ClC1=CC(=C(C=2CCCOC21)C)C=2C(=NN(C2C(C(=O)[O-])O)C)C=2SC=CC2 (2-[4-(8-chloro-5-methyl-3,4-dihydro-2H-1-benzopyran-6-yl)-1-methyl-3-(thiophen-2-yl)-1H-pyrazol-5-yl]-2-hydroxyacetate), ClC1=CC(=C(C=2CCCOC21)C)C=2C(=NN(C2C=O)C)C=2SC=CC2 (4-(8-chloro-5-methyl-3,4-dihydro-2H-1-benzopyran-6-yl)-1-methyl-3-(thiophen-2-yl)-1H-pyrazole-5-carbaldehyde). Product: ClC1=CC(=C(C=2CCCOC21)C)C=2C(=NN(C2C(C(=O)OC)O)C)C=2SC=CC2 (methyl 2-[4-(8-chloro-5-methyl-3,4-dihydro-2H-1-benzopyran-6-yl)-1-methyl-3-(thiophen-2-yl)-1H-pyrazol-5-yl]-2-hydroxyacetate). Procedure: Using the procedure described in example 1, step 5, 4-(8-chloro-5-methyl-3,4-dihydro-2H-1-benzopyran-6-yl)-1-methyl-3-(thiophen-2-yl)-1H-pyrazole-5-carbaldehyde (35a) (180 mg, 0.48 mmol) is converted, after purification by preparative TLC (dichloromethane/ethyl acetate 70/30) into 2-[4-(8-chloro-5-methyl-3,4-dihydro-2H-1-benzopyran-6-yl)-1-methyl-3-(thiophen-2-yl)-1H-pyrazol-5-yl]-2-hydroxyacetate (35b) (69 mg, 0.16 mmol, 33%). As a reaction SMILES: Cl[C:2]1C2OCCCC=2C(C)=C(C2C(C3SC=CC=3)=NN(C)C=2C=O)C=1.[Cl:26][C:27]1[C:36]2[O:35][CH2:34][CH2:33][CH2:32][C:31]=2[C:30]([CH3:37])=[C:29]([C:38]2[C:39]([C:49]3[S:50][CH:51]=[CH:52][CH:53]=3)=[N:40][N:41]([CH3:48])[C:42]=2[CH:43]([OH:47])[C:44]([O-:46])=[O:45])[CH:28]=1>C1CCCCC1.C(OCC)(=O)C>[Cl:26][C:27]1[C:36]2[O:35][CH2:34][CH2:33][CH2:32][C:31]=2[C:30]([CH3:37])=[C:29]([C:38]2[C:39]([C:49]3[S:50][CH:51]=[CH:52][CH:53]=3)=[N:40][N:41]([CH3:48])[C:42]=2[CH:43]([OH:47])[C:44]([O:46][CH3:2])=[O:45])[CH:28]=1 |f:2.3|. Run in C1CCCCC1.C(C)(=O)OCC (cyclohexane ethyl acetate).